This data is from the Open Reaction Database (ORD), a public repository of structured organic reaction records. The task is: describe an organic reaction: reactants, conditions, products, and yield Reactants: CSc1ncc(-c2cnc3c(ccn3COCC[Si](C)(C)C)n2)c(NC2CCCN(S(C)(=O)=O)C2)n1, CCO, C1COCCO1, O. Yields the product C[Si](C)(C)CCOCn1ccc2nc(-c3cncnc3NC3CCCN(S(C)(=O)=O)C3)cnc21. As a reaction SMILES: [CH3:1][S:2](=[O:3])(=[O:4])[N:5]1[CH2:6][CH:7]([NH:11][c:12]2[n:13][c:14]([S:35][CH3:36])[n:15][cH:16][c:17]2-[c:18]2[n:19][c:20]3[c:21]([n:22][cH:23]2)[n:24]([CH2:27][O:28][CH2:29][CH2:30][Si:31]([CH3:32])([CH3:33])[CH3:34])[cH:25][cH:26]3)[CH2:8][CH2:9][CH2:10]1.[CH3:37][CH2:38][OH:39].[O:41]1[CH2:42][CH2:43][O:44][CH2:45][CH2:46]1.[OH2:40]>>[CH3:1][S:2](=[O:3])(=[O:4])[N:5]1[CH2:6][CH:7]([NH:11][c:12]2[n:13][cH:14][n:15][cH:16][c:17]2-[c:18]2[n:19][c:20]3[c:21]([n:22][cH:23]2)[n:24]([CH2:27][O:28][CH2:29][CH2:30][Si:31]([CH3:32])([CH3:33])[CH3:34])[cH:25][cH:26]3)[CH2:8][CH2:9][CH2:10]1. Starting materials: NCC=1C=C2C=C(NC2=C(C1)NC1CCCC1)C=1SC[C@H](N1)CO ([(R)-2-(5-aminomethyl-7-cyclopentylamino-1H-indol-2-yl)-4,5-dihydro-thiazol-4-yl]-methanol), O1C(=CC=C1)C(=O)O (furan-2-carboxylic acid). Yields the product C1(CCCC1)NC=1C=C(C=C2C=C(NC12)C=1SC[C@H](N1)CO)CNC(=O)C=1OC=CC1 (Furan-2-carboxylic acid [7-cyclopentylamino-2-((R)-4-hydroxymethyl-4,5-dihydro-thiazol-2-yl)-1H-indol-5-ylmethyl]-amide). Reaction SMILES: [NH2:1][CH2:2][C:3]1[CH:4]=[C:5]2[C:9](=[C:10]([NH:12][CH:13]3[CH2:17][CH2:16][CH2:15][CH2:14]3)[CH:11]=1)[NH:8][C:7]([C:18]1[S:19][CH2:20][C@@H:21]([CH2:23][OH:24])[N:22]=1)=[CH:6]2.[O:25]1[CH:29]=[CH:28][CH:27]=[C:26]1[C:30](O)=[O:31]>>[CH:13]1([NH:12][C:10]2[CH:11]=[C:3]([CH2:2][NH:1][C:30]([C:26]3[O:25][CH:29]=[CH:28][CH:27]=3)=[O:31])[CH:4]=[C:5]3[C:9]=2[NH:8][C:7]([C:18]2[S:19][CH2:20][C@@H:21]([CH2:23][OH:24])[N:22]=2)=[CH:6]3)[CH2:17][CH2:16][CH2:15][CH2:14]1. Procedure: [(R)-2-(5-aminomethyl-7-cyclopentylamino-1H-indol-2-yl)-4,5-dihydro-thiazol-4-yl]-methanol prepared in Example 258 and furan-2-carboxylic acid were reacted according to the same procedure as Step B of Preparation 101 to give the title compound. The reactants are N1=C(C=CC=C1C)C (2,6-Lutidine), S(=O)(Cl)Cl (thionyl chloride), OC(C(=O)OC)N1C(C[C@H]1CC(C)=O)=O (methyl 2-hydroxy-2-[(4R)-4-(2-oxopropyl)-2-oxoazetidin-1-yl]acetate). Solvent: O1CCCC1 (tetrahydrofuran). Reaction conditions: temperature 0 celsius, time 1 hour. The product is ClC(C(=O)OC)N1C(C[C@H]1CC(C)=O)=O (methyl 2-chloro-2-[(4R)-4-(2-oxopropyl)-2-oxoazetidin-1-yl]acetate). As a reaction SMILES: O[CH:2]([N:7]1[C@H:10]([CH2:11][C:12](=[O:14])[CH3:13])[CH2:9][C:8]1=[O:15])[C:3]([O:5][CH3:6])=[O:4].N1C(C)=CC=CC=1C.S(Cl)([Cl:26])=O>O1CCCC1>[Cl:26][CH:2]([N:7]1[C@H:10]([CH2:11][C:12](=[O:14])[CH3:13])[CH2:9][C:8]1=[O:15])[C:3]([O:5][CH3:6])=[O:4]. Procedure details: A solution of methyl 2-hydroxy-2-[(4R)-4-(2-oxopropyl)-2-oxoazetidin-1-yl]acetate (268 mg) in tetrahydrofuran (5 ml) was cooled to -40° C. 2,6-Lutidine (0.287 ml) and thionyl chloride (0.18 ml) were added, and the mixture was stirred for one hour, during which time the temperature was allowed to warm to 0° C. The mixture was filtered and the filtrate was concentrated in vacuo to give methyl 2-chloro-2-[(4R)-4-(2-oxopropyl)-2-oxoazetidin-1-yl]acetate. This product was diluted with benzene and con... Reactants: O=C(N1CCN(c2ccncc2)CC1)N1CCN(S(=O)(=O)c2ccc(Br)cc2)CC1, CC#N, O=C1CCC(=O)N1Cl. Product: O=C(N1CCN(c2ccncc2Cl)CC1)N1CCN(S(=O)(=O)c2ccc(Br)cc2)CC1. As a reaction SMILES: [Br:9][c:10]1[cH:11][cH:12][c:13]([S:16](=[O:17])(=[O:18])[N:19]2[CH2:20][CH2:21][N:22]([C:25](=[O:26])[N:27]3[CH2:28][CH2:29][N:30]([c:33]4[cH:34][cH:35][n:36][cH:37][cH:38]4)[CH2:31][CH2:32]3)[CH2:23][CH2:24]2)[cH:14][cH:15]1.[CH3:39][C:40]#[N:41].[Cl:1][N:2]1[C:3](=[O:4])[CH2:5][CH2:6][C:7]1=[O:8]>>[Cl:1][c:38]1[c:33]([N:30]2[CH2:29][CH2:28][N:27]([C:25]([N:22]3[CH2:21][CH2:20][N:19]([S:16]([c:13]4[cH:12][cH:11][c:10]([Br:9])[cH:15][cH:14]4)(=[O:17])=[O:18])[CH2:24][CH2:23]3)=[O:26])[CH2:32][CH2:31]2)[cH:34][cH:35][n:36][cH:37]1. Reactants: CCCCc1ccc(B(O)O)cc1, C1CCOC1, CN1C(=O)CCC2(C)c3ccc(Br)cc3CCC12, ClC(Cl)Cl, [Na+], [Na+], O=C([O-])[O-], [Pd], c1ccc(P(c2ccccc2)c2ccccc2)cc1, c1ccc(P(c2ccccc2)c2ccccc2)cc1, c1ccc(P(c2ccccc2)c2ccccc2)cc1, c1ccc(P(c2ccccc2)c2ccccc2)cc1. Yields the product CCCCc1ccc(-c2ccc3c(c2)CCC2N(C)C(=O)CCC32C)cc1. Reaction SMILES: [CH2:19]([CH2:20][CH2:21][CH3:22])[c:23]1[cH:24][cH:25][c:26]([B:29]([OH:30])[OH:31])[cH:27][cH:28]1.[CH2:38]1[O:39][CH2:40][CH2:41][CH2:42]1.[CH3:1][N:2]1[C:3](=[O:18])[CH2:4][CH2:5][C:6]2([CH3:17])[c:7]3[c:8]([cH:12][c:13]([Br:16])[cH:14][cH:15]3)[CH2:9][CH2:10][CH:11]12.[CH:43]([Cl:44])([Cl:45])[Cl:46].[Na+:32].[Na+:33].[O-:34][C:35](=[O:36])[O-:37].[Pd:47].[c:105]1([P:106]([c:107]2[cH:108][cH:109][cH:110][cH:111][cH:112]2)[c:113]2[cH:114][cH:115][cH:116][cH:117][cH:118]2)[cH:119][cH:120][cH:121][cH:122][cH:123]1.[c:48]1([P:49]([c:50]2[cH:51][cH:52][cH:53][cH:54][cH:55]2)[c:56]2[cH:57][cH:58][cH:59][cH:60][cH:61]2)[cH:62][cH:63][cH:64][cH:65][cH:66]1.[c:67]1([P:68]([c:69]2[cH:70][cH:71][cH:72][cH:73][cH:74]2)[c:75]2[cH:76][cH:77][cH:78][cH:79][cH:80]2)[cH:81][cH:82][cH:83][cH:84][cH:85]1.[c:86]1([P:87]([c:88]2[cH:89][cH:90][cH:91][cH:92][cH:93]2)[c:94]2[cH:95][cH:96][cH:97][cH:98][cH:99]2)[cH:100][cH:101][cH:102][cH:103][cH:104]1>>[CH3:1][N:2]1[C:3](=[O:18])[CH2:4][CH2:5][C:6]2([CH3:17])[c:7]3[c:8]([cH:12][c:13](-[c:26]4[cH:25][cH:24][c:23]([CH2:19][CH2:20][CH2:21][CH3:22])[cH:28][cH:27]4)[cH:14][cH:15]3)[CH2:9][CH2:10][CH:11]12. The reactants are ClC(C(=O)OCC)C(=O)C (ethyl 2-chloroacetoacetate), C1(=CC=CC=C1)NC(NN)=S (4-phenyl-3-thiosemicarbazide), NNC(=S)N (thiosemicarbazide). Solvent: C(C)O (ethanol). Run at time 1 hour. The product is CC1=C(C(=NN1)NC1=CC=CC=C1)C(=O)OCC (5-Methyl-3-phenylamino-1H-pyrazole-4-carboxylic acid, ethyl ester). Reaction SMILES: [C:1]1([NH:7][C:8](=S)[NH:9][NH2:10])[CH:6]=[CH:5][CH:4]=[CH:3][CH:2]=1.Cl[CH:13]([C:19]([CH3:21])=O)[C:14]([O:16][CH2:17][CH3:18])=[O:15].NNC(N)=S>C(O)C>[CH3:21][C:19]1[NH:10][N:9]=[C:8]([NH:7][C:1]2[CH:6]=[CH:5][CH:4]=[CH:3][CH:2]=2)[C:13]=1[C:14]([O:16][CH2:17][CH3:18])=[O:15]. Procedure: A suspension of 16.7 g (0.1 mole) of 4-phenyl-3-thiosemicarbazide in 60 mL of absolute ethanol was treated with 16.5 g (0.1 mole) of ethyl 2-chloroacetoacetate and the mixture stirred for 1 hr at room temperature. As the thiosemicarbazide began to dissolve the reaction mixture became exothermic and a reddish-brown solid precipitated. Alcoholic hydrogen chloride (2N, 50 mL) was added, and the reaction mixture heated at reflux for 1.0 hr. The solution was filtered while hot and the filtrate was ev... Reactants: C(CCC)N (n-butylamine), ICCCOC1=C(C=C(C=C1)C1=CC=C(C=C1)C(=O)OCC)C1=CC=2C(CCC(C2C=C1)(C)C)(C)C (ethyl 4′-(3-iodopropoxy)-3′-(5,5,8,8-tetramethyl-5,6,7,8-tetrahydronaphth-2-yl)biphenyl-4-carboxylate). Solvent: C(C)O (ethanol). The product is C(CCC)NCCCOC1=C(C=C(C=C1)C1=CC=C(C=C1)C(=O)OCC)C1=CC=2C(CCC(C2C=C1)(C)C)(C)C (ethyl 4′-(3-butylaminopropoxy)-3′-(5,5,8,8-tetramethyl-5,6,7,8-tetrahydronaphth-2-yl)biphenyl-4-carboxylate), solid. The yield is 59.0%. RXN SMILES: [CH2:1]([NH2:5])[CH2:2][CH2:3][CH3:4].I[CH2:7][CH2:8][CH2:9][O:10][C:11]1[CH:16]=[CH:15][C:14]([C:17]2[CH:22]=[CH:21][C:20]([C:23]([O:25][CH2:26][CH3:27])=[O:24])=[CH:19][CH:18]=2)=[CH:13][C:12]=1[C:28]1[CH:37]=[CH:36][C:35]2[C:34]([CH3:39])([CH3:38])[CH2:33][CH2:32][C:31]([CH3:41])([CH3:40])[C:30]=2[CH:29]=1>C(O)C>[CH2:1]([NH:5][CH2:7][CH2:8][CH2:9][O:10][C:11]1[CH:16]=[CH:15][C:14]([C:17]2[CH:18]=[CH:19][C:20]([C:23]([O:25][CH2:26][CH3:27])=[O:24])=[CH:21][CH:22]=2)=[CH:13][C:12]=1[C:28]1[CH:37]=[CH:36][C:35]2[C:34]([CH3:39])([CH3:38])[CH2:33][CH2:32][C:31]([CH3:41])([CH3:40])[C:30]=2[CH:29]=1)[CH2:2][CH2:3][CH3:4]. Reported procedure: In a manner similar to that of Example 1c, by reaction of 1.9 ml (19.3 mmol) of n-butylamine and 750 mg (1.29 mmol) of ethyl 4′-(3-iodopropoxy)-3′-(5,5,8,8-tetramethyl-5,6,7,8-tetrahydronaphth-2-yl)biphenyl-4-carboxylate (obtained in Example 1b) in 50 ml of ethanol. 380 mg of ethyl 4′-(3-butylaminopropoxy)-3′-(5,5,8,8-tetramethyl-5,6,7,8-tetrahydronaphth-2-yl)biphenyl-4-carboxylate are obtained in the form of a white solid (m.p.=175° C., yield=59%). The reactants are CCOC(C)=O, O=C(OO)c1cccc(Cl)c1, CC(C)(C)OC(=O)NCc1ccccn1. Product: CC(C)(C)OC(=O)[NH+]([O-])Cc1ccccn1. Reaction SMILES: [CH3:27][CH2:28][O:29][C:30](=[O:31])[CH3:32].[OH:16][O:17][C:18]([c:19]1[cH:20][c:21]([Cl:22])[cH:23][cH:24][cH:25]1)=[O:26].[n:1]1[c:2]([CH2:7][NH:8][C:9]([O:10][C:11]([CH3:12])([CH3:13])[CH3:14])=[O:15])[cH:3][cH:4][cH:5][cH:6]1>>[n:1]1[c:2]([CH2:7][NH+:8]([C:9]([O:10][C:11]([CH3:12])([CH3:13])[CH3:14])=[O:15])[O-:16])[cH:3][cH:4][cH:5][cH:6]1. Starting materials: ON1N=NC2=C1C=CC=C2 (1-hydroxybenzotriazole), NC=1NC(C(=C(N1)N)CCCCN(C1=CC=C(C(=O)O)C=C1)S(=O)(=O)C1=CC=C(C)C=C1)=O (4-[[4-(2,4-diamino-1,6-dihydro-6-oxo-5-pyrimidinyl)butyl]tosylamino]benzoic acid), Cl.N[C@@H](CCC(=O)OCC)C(=O)OCC (diethyl glutamate hydrochloride), CN1CCOCC1 (4-methylmorpholine), C1(CCCCC1)N=C=NC1CCCCC1 (1,3-dicyclohexylcarbodiimide), C1(CCCCC1)N=C=NC1CCCCC1 (1,3-dicyclohexylcarbodiimide). The solvent is ClCCl (dichloromethane), CN(C=O)C (dimethylformamide), C(C)(=O)O (acetic acid), ClCCl (dichloromethane), CN(C=O)C (dimethylformamide), CN(C=O)C (dimethylformamide), ClCCl (dichloromethane), CN(C=O)C (dimethylformamide). Conditions: time 17 minute. Product: NC=1NC(C(=C(N1)N)CCCCN(C1=CC=C(C(=O)N[C@@H](CCC(=O)OCC)C(=O)OCC)C=C1)S(=O)(=O)C1=CC=C(C)C=C1)=O (Diethyl N-[4-[[4-(2,4-diamino-1,6-dihydro-6-oxo-5-pyrimidinyl)butyl]tosylamino]benzoyl]-(L)-glutamate). Reaction SMILES: [NH2:1][C:2]1[NH:3][C:4](=[O:33])[C:5]([CH2:9][CH2:10][CH2:11][CH2:12][N:13]([S:23]([C:26]2[CH:32]=[CH:31][C:29]([CH3:30])=[CH:28][CH:27]=2)(=[O:25])=[O:24])[C:14]2[CH:22]=[CH:21][C:17]([C:18]([OH:20])=O)=[CH:16][CH:15]=2)=[C:6]([NH2:8])[N:7]=1.ON1C2C=CC=CC=2N=N1.C1(N=C=NC2CCCCC2)CCCCC1.Cl.[NH2:60][C@H:61]([C:69]([O:71][CH2:72][CH3:73])=[O:70])[CH2:62][CH2:63][C:64]([O:66][CH2:67][CH3:68])=[O:65].CN1CCOCC1>ClCCl.CN(C)C=O.C(O)(=O)C>[NH2:1][C:2]1[NH:3][C:4](=[O:33])[C:5]([CH2:9][CH2:10][CH2:11][CH2:12][N:13]([S:23]([C:26]2[CH:27]=[CH:28][C:29]([CH3:30])=[CH:31][CH:32]=2)(=[O:25])=[O:24])[C:14]2[CH:15]=[CH:16][C:17]([C:18]([NH:60][C@H:61]([C:69]([O:71][CH2:72][CH3:73])=[O:70])[CH2:62][CH2:63][C:64]([O:66][CH2:67][CH3:68])=[O:65])=[O:20])=[CH:21][CH:22]=2)=[C:6]([NH2:8])[N:7]=1 |f:3.4|. Procedure: To a stirred mixture of 1.00 g (0.00209 mol) of 4-[[4-(2,4-diamino-1,6-dihydro-6-oxo-5-pyrimidinyl)butyl]tosylamino]benzoic acid.0.13 acetic acid in 6 mL of dry dichloromethane and 6 mL of dry dimethylformamide under nitrogen was added 0.433 g (0.00313 mol) of 1-hydroxybenzotriazole. After 17 min, to the mixture was added 0.646 g (0.00313 mol) of 1,3-dicyclohexylcarbodiimide and then 6 mL more dry dimethylformamide and 6 mL more dry dichloromethane. After 1 h 6 min, to the mixture was added a cl... Reactants: ClCCCCN1C=CC2=C1C(CN(S2(=O)=O)C)=O (5-(4-chlorobutyl)-2-methyl-2,3,4,5-tetrahydropyrrolo[2,3-e][1,2]thiazin-4-one 1,1-dioxide), FC1=CC=C(C=C1)N1CCNCC1 (1-(4-fluorophenyl)piperazine), C([O-])([O-])=O.[K+].[K+] (potassium carbonate), [I-].[Na+] (sodium iodide). Run in C(C)#N (acetonitrile). Yields the product FC1=CC=C(C=C1)N1CCN(CC1)CCCCN1C=CC2=C1C(CN(S2(=O)=O)C)=O (5-[4-[4-(4-fluorophenyl)piperazin-1-yl]butyl]-2-methyl-2,3,4,5-tetrahydropyrrolo[2,3-e][1,2]thiazin-4-one 1,1-dioxide). Isolated yield 83.7%. As a reaction SMILES: Cl[CH2:2][CH2:3][CH2:4][CH2:5][N:6]1[C:10]2[C:11](=[O:18])[CH2:12][N:13]([CH3:17])[S:14](=[O:16])(=[O:15])[C:9]=2[CH:8]=[CH:7]1.[F:19][C:20]1[CH:25]=[CH:24][C:23]([N:26]2[CH2:31][CH2:30][NH:29][CH2:28][CH2:27]2)=[CH:22][CH:21]=1.C(=O)([O-])[O-].[K+].[K+].[I-].[Na+]>C(#N)C>[F:19][C:20]1[CH:21]=[CH:22][C:23]([N:26]2[CH2:31][CH2:30][N:29]([CH2:2][CH2:3][CH2:4][CH2:5][N:6]3[C:10]4[C:11](=[O:18])[CH2:12][N:13]([CH3:17])[S:14](=[O:16])(=[O:15])[C:9]=4[CH:8]=[CH:7]3)[CH2:28][CH2:27]2)=[CH:24][CH:25]=1 |f:2.3.4,5.6|. Procedure details: A suspension of 233 mg (0.8 mmol) of Compound 17, 216 mg (1.2 mmol) of 1-(4-fluorophenyl)piperazine, 166 mg (1.2 mmol) of potassium carbonate and 240 mg (1.6 mmol) of sodium iodide in 20 ml of acetonitrile was refluxed for 23 hours. Post-treatment was conducted in a similar manner as in Example 18. The residue was purified by chromatography on a silica gel column (eluent: methanol/chloroform=1/49), whereby 291 mg of the title compound were obtained (yield: 84%).